Dataset: the Open Reaction Database (ORD), a public repository of structured organic reaction records. Task: describe an organic reaction: reactants, conditions, products, and yield Starting materials: N1=CC=CC=C1 (pyridine), FC(S(=O)(=O)OS(=O)(=O)C(F)(F)F)(F)F (trifluoromethanesulfonic anhydride), FC(CO)(C[C@@H](C)[C@H]1CC[C@H]2[C@@H]3CC=C4C[C@H](CC[C@]4(C)[C@H]3CC[C@]12C)O)F (23,23-Difluorochol-5-ene-3β,24-diol). Solvent: ClCCl (dichloromethane), ClCCl (dichloromethane). Conditions: temperature -20 celsius, time 5 minute. Product: FC(COS(=O)(=O)C(F)(F)F)(C[C@@H](C)[C@H]1CC[C@H]2[C@@H]3CC=C4C[C@H](CC[C@]4(C)[C@H]3CC[C@]12C)O)F (23,23-Difluoro-24-trifluoromethanesulfonyloxychol-5-en-3β-ol). Reaction SMILES: N1C=CC=CC=1.FC(F)(F)S([O:12][S:13]([C:16]([F:19])([F:18])[F:17])(=[O:15])=[O:14])(=O)=O.[F:22][C:23]([F:49])([CH2:26][C@H:27]([C@@H:29]1[C@:46]2([CH3:47])[C@H:32]([C@H:33]3[C@H:43]([CH2:44][CH2:45]2)[C@:41]2([CH3:42])[C:36]([CH2:37][C@@H:38]([OH:48])[CH2:39][CH2:40]2)=[CH:35][CH2:34]3)[CH2:31][CH2:30]1)[CH3:28])[CH2:24]O>ClCCl>[F:22][C:23]([F:49])([CH2:26][C@H:27]([C@@H:29]1[C@:46]2([CH3:47])[C@H:32]([C@H:33]3[C@H:43]([CH2:44][CH2:45]2)[C@:41]2([CH3:42])[C:36]([CH2:37][C@@H:38]([OH:48])[CH2:39][CH2:40]2)=[CH:35][CH2:34]3)[CH2:31][CH2:30]1)[CH3:28])[CH2:24][O:12][S:13]([C:16]([F:17])([F:18])[F:19])(=[O:14])=[O:15]. Procedure: The mixture of pyridine (124 μl) and trifluoromethanesulfonic anhydride (206 μl) in dichloromethane (5 ml) was stirred at -20° C. under argon atmosphere for 5 min. To this solution the alcohol (7) (400 mg, 1.02 mmol) in dichloromethane (10 ml) was added and the mixture was stirred at room temperature for 40 min. The usual work-up (dichloromethane for extraction) gave the triflate (8) (612 mg), which was used in the next step without further purification. 1H-NMR δ: 0.73 (3H, s, 18-H3), 1.00 (3H, ... Reactants: C(C)C=1OC2=C(C1C(C#N)(C)C)C=CC=C2 (2-(2-ethyl-3-benzofuranyl)-2-methyl-propionitrile), C(C)C=1OC2=C(C1C(C#N)(C)C)C=CC=C2 (2-(2-ethyl-3-benzofuranyl)-2-methylpropionitrile), Cl.NO (hydroxylamine hydrochloride), C[O-].[Na+] (sodium methylate). Yields the product C(C)C=1OC2=C(C1C(C(N)=NO)(C)C)C=CC=C2 (2-(2-ethyl-3-benzofuranyl)-2,2-dimethylacetamidoxime). The yield is 41.0%. Procedure details: The above-named compound was prepared from 2-(2-ethyl-3-benzofuranyl)-2-methyl-propionitrile by the procedure described in Example 1(a), but using 1.5 mol of hydroxylamine hydrochloride and sodium methylate for each mole of 2-(2-ethyl-3-benzofuranyl)-2-methylpropionitrile and continuing the reaction for 72 hours. Yield: 41%; m.p. 118°-120° C. after recrystallization from a mixture of ethyl acetate and light petroleum ether. Reaction SMILES: [CH2:1]([C:3]1[O:4][C:5]2[CH:16]=[CH:15][CH:14]=[CH:13][C:6]=2[C:7]=1[C:8]([CH3:12])([CH3:11])[C:9]#[N:10])[CH3:2].Cl.[NH2:18][OH:19].C[O-].[Na+]>>[CH2:1]([C:3]1[O:4][C:5]2[CH:16]=[CH:15][CH:14]=[CH:13][C:6]=2[C:7]=1[C:8]([CH3:12])([CH3:11])[C:9](=[N:18][OH:19])[NH2:10])[CH3:2] |f:1.2,3.4|.